Dataset: the Open Reaction Database (ORD), a public repository of structured organic reaction records. Task: describe an organic reaction: reactants, conditions, products, and yield Starting materials: CC1=C(C(=CC=C1)C)NC(CCl)=O (N-(2,6-Dimethylphenyl)-2-chloroacetamide), N1CCNCC1 (piperazine), C(C)(C)N(C(C)C)CC (N,N-diisopropylethylamine). The solvent is C(C)O (ethanol). Product: CC1=C(C(=CC=C1)C)NC(CN1CCNCC1)=O (N-(2,6-Dimethylphenyl)-piperazin-1-yl-acetamide). As a reaction SMILES: [CH3:1][C:2]1[CH:7]=[CH:6][CH:5]=[C:4]([CH3:8])[C:3]=1[NH:9][C:10](=[O:13])[CH2:11]Cl.[NH:14]1[CH2:19][CH2:18][NH:17][CH2:16][CH2:15]1.C(N(CC)C(C)C)(C)C>C(O)C>[CH3:1][C:2]1[CH:7]=[CH:6][CH:5]=[C:4]([CH3:8])[C:3]=1[NH:9][C:10](=[O:13])[CH2:11][N:14]1[CH2:19][CH2:18][NH:17][CH2:16][CH2:15]1. Procedure: To a solution of compound 3 (5 g, 25.2 mmol) in ethanol (100 mL) was added piperazine 4 (2.1 g, 25.0 mmol) and N,N-diisopropylethylamine (3.2 g, 25.2 mmol). The reaction mixture was refluxed for 24 h. The mixture was concentrated in vacuo and the residue was purified by column chromatography (10:1 DCM: MeOH) to afford compound 5. Reactants: C(C)(C)(C)OC(=O)NC12CNCC2CC1 (1-(t-butoxycarbonylamino)-3-azabicyclo[3.2.0]heptane), ClC=1C(=C(C=C2C(C(=CN(C12)C1CC1)C(=O)O)=O)F)F (8-chloro-1-cyclopropyl-6,7-difluoro-1,4-dihydro-4-oxoquinoline-3-carboxylic acid), C1CCC2=NCCCN2CC1 (1,8-diazabicyclo[5.4.0]-7-undecene). Run in C(C)#N (acetonitrile). The product is C(C)(C)(C)OC(=O)NC12CN(CC2CC1)C1=C(C=C2C(C(=CN(C2=C1Cl)C1CC1)C(=O)O)=O)F (7-[1-(t-butoxycarbonylamino)-3-azabicyclo[3.2.0]hept-3-yl]-8-chloro-1-cyclopropyl-6-fluoro-1,4-dihydro-4-oxoquinoline-3-carboxylic acid). Yield: 60.9%. RXN SMILES: [C:1]([O:5][C:6]([NH:8][C:9]12[CH2:15][CH2:14][CH:13]1[CH2:12][NH:11][CH2:10]2)=[O:7])([CH3:4])([CH3:3])[CH3:2].[Cl:16][C:17]1[C:18](F)=[C:19]([F:34])[CH:20]=[C:21]2[C:26]=1[N:25]([CH:27]1[CH2:29][CH2:28]1)[CH:24]=[C:23]([C:30]([OH:32])=[O:31])[C:22]2=[O:33].C1CCN2C(=NCCC2)CC1>C(#N)C>[C:1]([O:5][C:6]([NH:8][C:9]12[CH2:15][CH2:14][CH:13]1[CH2:12][N:11]([C:18]1[C:17]([Cl:16])=[C:26]3[C:21]([C:22](=[O:33])[C:23]([C:30]([OH:32])=[O:31])=[CH:24][N:25]3[CH:27]3[CH2:29][CH2:28]3)=[CH:20][C:19]=1[F:34])[CH2:10]2)=[O:7])([CH3:4])([CH3:2])[CH3:3]. Reported procedure: 1.22 g of 1-(t-butoxycarbonylamino)-3-azabicyclo[3.2.0]heptane, 0.96 g of 8-chloro-1-cyclopropyl-6,7-difluoro-1,4-dihydro-4-oxoquinoline-3-carboxylic acid and 0.58 g of 1,8-diazabicyclo[5.4.0]-7-undecene were added to 20 ml of acetonitrile, followed by heating under reflux for 3.5 hours. After the solvent was distilled off under reduced pressure, the resulting residue was purified by silica gel column chromatography (using a 100:1 mixture of chloroform and methanol as the eluent) and recrystalli... Starting materials: CC(CCO)(C)C (3,3-dimethylbutan-1-ol), C(C)(=O)OC=C (vinyl acetate), C([O-])([O-])=O.[Na+].[Na+] (sodium carbonate). Reagents/catalysts: C1/C=C\CC/C=C\C1.C1/C=C\CC/C=C\C1.[Cl-].[Cl-].[Ir].[Ir] (chloro(1,5-cyclooctadiene)iridium(I) dimer). Reaction SMILES: [CH3:1][C:2]([CH3:7])([CH3:6])[CH2:3][CH2:4][OH:5].[C:8](OC=C)(=O)[CH3:9].C(=O)([O-])[O-].[Na+].[Na+]>C1C=CC=CC=1.C1CC=CCCC=C1.C1CC=CCCC=C1.[Cl-].[Cl-].[Ir].[Ir]>[CH3:1][C:2]([CH3:7])([CH3:6])[CH2:3][CH2:4][O:5][CH:8]=[CH2:9] |f:2.3.4,6.7.8.9.10.11|. Yields the product CC(CCOC=C)(C)C (3,3-Dimethyl-1-vinyloxybutane). Solvent: C1=CC=CC=C1 (benzene). Procedure details: Add chloro(1,5-cyclooctadiene)iridium(I) dimer (0.39 g, 0.59 mmol) to 3,3-dimethylbutan-1-ol (3.00 g, 29.35 mmol), vinyl acetate (10.11 g, 117.42 mmol) and sodium carbonate (1.87 g, 17.61 mmol) in benzene (10 mL) at room temperature. Boil under nitrogen 12 hours. Cool to room temperature and filter. Distill the filtrate and collect fraction boiling ˜125° C.-130° C. Flush through a silica gel pad with hexanes and concentrate to provide the title compound. Reactants: BrCC(=O)NC1=C(C=C(C=C1)Br)C(C1=C(C=CC=C1)F)=O (2-Bromo-N-(4-bromo-2-(2-fluorobenzoyl)phenyl)acetamide), N (ammonia), N (ammonia), CO (methanol). Product: BrC1=CC2=C(NC(CN=C2C2=C(C=CC=C2)F)=O)C=C1 (7-Bromo-5-(2-fluorophenyl)-1H-benzo[e][1,4]diazepin-2(3H)-one). As a reaction SMILES: Br[CH2:2][C:3]([NH:5][C:6]1[CH:11]=[CH:10][C:9]([Br:12])=[CH:8][C:7]=1[C:13](=O)[C:14]1[CH:19]=[CH:18][CH:17]=[CH:16][C:15]=1[F:20])=[O:4].CO.[NH3:24]>>[Br:12][C:9]1[CH:10]=[CH:11][C:6]2[NH:5][C:3](=[O:4])[CH2:2][N:24]=[C:13]([C:14]3[CH:19]=[CH:18][CH:17]=[CH:16][C:15]=3[F:20])[C:7]=2[CH:8]=1. Procedure: The product from Step 1 (21.17 g, 51 mmol) was dissolved in ammonia, 2M in methanol (400 mL, 800 mmol) that was further saturated with anhydrous ammonia. The solution was heated to reflux for 16 hr overnight, and allowed to cool to room temperature. The solution was concentrated and the residue was dissolved in ethyl acetate and water. The ethyl acetate layer was washed twice with water, dried with brine, and concentrated to give a yellow solid. The solid was recrystallized from ethyl acetate/he... Reactants: solution, CC(C)C[AlH]CC(C)C (DIBAL-H), C1(=CC=CC=C1)C (toluene), COC(CC1=CC=C(C=C1)OC\C=C(/C)\C1=CC=2CC3=CC=CC=C3C2C=C1)=O ((E)-{4-[3-(9H-fluoren-2-yl)-but-2-enyloxy]-phenyl}-acetic acid methyl ester). The solvent is C1CCOC1 (THF). Conditions: time 30 minute. Reaction SMILES: CC(C[AlH]CC(C)C)C.C1(C)C=CC=CC=1.COC(=O)CC1C=CC([O:27][CH2:28]/[CH:29]=[C:30](/[C:32]2[CH:44]=[CH:43][C:42]3[C:41]4[C:36](=[CH:37][CH:38]=[CH:39][CH:40]=4)[CH2:35][C:34]=3[CH:33]=2)\[CH3:31])=CC=1>C1COCC1>[CH:33]1[C:34]2[CH2:35][C:36]3[C:41](=[CH:40][CH:39]=[CH:38][CH:37]=3)[C:42]=2[CH:43]=[CH:44][C:32]=1/[C:30](/[CH3:31])=[CH:29]/[CH2:28][OH:27]. Yields the product C1=C(C=CC=2C3=CC=CC=C3CC12)/C(=C/CO)/C ((E)-3-(9H-fluoren-2-yl)-but-2-en-1-ol). Reported procedure: A 1M solution of DIBAL-H in toluene (15 ml, 15 mmol) was added dropwise, at −70° C. over 30 min, to a stirred solution of (E)-{4-[3-(9H-fluoren-2-yl)-but-2-enyloxy]-phenyl}-acetic acid methyl ester (2.0 g, 7.2 mmol) in dry THF (100 ml) and stirred for 30 min. The mixture was warmed to room temperature, and stirred for 1.5 h. The mixture quenched with methanol (2 mL), added 1N HCl (30 ml) and the product extracted with ethyl acetate (3×50 ml). The combined organic extracts were washed with brine,... Reactants: ClC1=NN=C(C2=CC=CC=C12)C1CCCCC1 (1-chloro-4-cyclohexylphthalazine), D-α-phenylethylamine, [OH-].[Na+] (NaOH). The solvent is CN1C(CCC1)=O (N-methylpyrrolidone). Conditions: temperature 140 celsius, time 6 hour. Product: C1(=CC=CC=C1)[C@@H](C)NC1=NN=C(C2=CC=CC=C12)C1CCCCC1 ((R)-1-(α-phenylethylamino)-4-cyclohexylphthalazine). Yield: 142.1%. Reaction SMILES: Cl[C:2]1[C:11]2[C:6](=[CH:7][CH:8]=[CH:9][CH:10]=2)[C:5]([CH:12]2[CH2:17][CH2:16][CH2:15][CH2:14][CH2:13]2)=[N:4][N:3]=1.[OH-].[Na+]>CN1CCCC1=O>[C:6]1([C@H:5]([NH:4][C:2]2[C:11]3[C:6](=[CH:7][CH:8]=[CH:9][CH:10]=3)[C:5]([CH:12]3[CH2:17][CH2:16][CH2:15][CH2:14][CH2:13]3)=[N:4][N:3]=2)[CH3:12])[CH:11]=[CH:10][CH:9]=[CH:8][CH:7]=1 |f:1.2|. Reported procedure: 1.1 g of 1-chloro-4-cyclohexylphthalazine and 1.6 g of D-α-phenylethylamine were dissolved in N-methylpyrrolidone, and the solution was stirred at 140° C. for 6 hours. After cooling the solution, an aqueous 5% NaOH solution was added to the solution, and the resultant solution was extracted with chloroform. The organic layer was dried, concentrated, purified by silica gel chromatography (eluent: hexane, chloroform, ethyl acetate), and recrystallized from ether to obtain 1.05 g of (R)-1-(α-phenyl...